describe an organic reaction: reactants, conditions, products, and yield From a dataset of the Open Reaction Database (ORD), a public repository of structured organic reaction records. Reactants: CC1(C=2C=CC(=CC2C(=CC1)C1=CC=C(C=C1)O[Si](C)(C)CC(C)C)C#CC1=CC=C(C(=O)OCC)C=C1)C (ethyl 4-[(5,6-dihydro-5,5-dimethyl-8-(4-((2,2-dimethylethyl)dimethylsiloxy)phenyl)-2-naphthalenyl)ethynyl]benzoate), CC1(C=2C=CC(=CC2C(=CC1)C1=CC=C(C=C1)O[Si](C)(C)CC(C)C)C#CC1=CC=C(C(=O)OCC)C=C1)C (ethyl 4-[(5,6-dihydro-5,5-dimethyl-8-(4-((2,2-dimethylethyl)dimethylsiloxy)phenyl)-2-naphthalenyl)ethynyl]benzoate), CC1(C=2C=CC(=CC2C(=CC1)OS(=O)(=O)C(F)(F)F)C#CC1=CC=C(C(=O)OCC)C=C1)C (ethyl 4-[(5,6-dihydro-5,5-dimethyl-8-(trifluoromethylsulfonyl)oxy-2-naphthalenyl)ethynyl]benzoate), CC1(C=2C=CC(=CC2C(=CC1)OS(=O)(=O)C(F)(F)F)C#CC1=CC=C(C(=O)OCC)C=C1)C (ethyl 4-[(5,6-dihydro-5,5-dimethyl-8-(trifluoromethylsulfonyl)oxy-2-naphthalenyl)ethynyl]benzoate). Yields the product CC1(C=2C=CC(=CC2C(=CC1)C=1SC(=CC1)C)C#CC1=CC=C(C(=O)OCC)C=C1)C (Ethyl 4-[(5,6-Dihydro-5,5-dimethyl-8-(5-methyl-2-thienyl)-2-naphthalenyl)ethynyl]benzoate). As a reaction SMILES: [CH3:1][C:2]1([CH3:39])[CH2:11][CH:10]=[C:9]([C:12]2C=[CH:16][C:15](O[Si](CC(C)C)(C)C)=[CH:14][CH:13]=2)[C:8]2[CH:7]=[C:6]([C:26]#[C:27][C:28]3[CH:38]=[CH:37][C:31]([C:32]([O:34][CH2:35][CH3:36])=[O:33])=[CH:30][CH:29]=3)[CH:5]=[CH:4][C:3]1=2.CC1(C)CC=C(O[S:52](C(F)(F)F)(=O)=O)C2C=C(C#CC3C=CC(C(OCC)=O)=CC=3)C=CC1=2>>[CH3:1][C:2]1([CH3:39])[CH2:11][CH:10]=[C:9]([C:12]2[S:52][C:15]([CH3:16])=[CH:14][CH:13]=2)[C:8]2[CH:7]=[C:6]([C:26]#[C:27][C:28]3[CH:38]=[CH:37][C:31]([C:32]([O:34][CH2:35][CH3:36])=[O:33])=[CH:30][CH:29]=3)[CH:5]=[CH:4][C:3]1=2. Reported procedure: Employing the same general procedure as for the preparation of ethyl 4-[(5,6-dihydro-5,5-dimethyl-8-(4-methylphenyl)-2-naphthalenyl)ethynyl]benzoate (Compound 1), 170.0 mg (0.366 mmol) of ethyl 4-[(5,6-dihydro-5,5-dimethyl-8-(trifluoromethylsulfonyl)oxy-2-naphthalenyl)ethynyl]benzoate (Compound G) was converted into the title compound (colorless solid) using 202.0 mg (1.48 mmol) of zinc chloride, 24 mg (0.022 mmol) of tetrakis(triphenylphosphine)palladium(0) in 2.0 ml of THF, and 5-methyl-2-lith... Reactants: C([O-])([O-])=O.[K+].[K+] (potassium carbonate), COC1=CC=C(CBr)C=C1 (p-methoxybenzyl bromide), C1=C(OC=C(C1=O)O)CO (kojic acid). Run in O (water), CN(C=O)C (dimethylformamide). Reaction conditions: time 2 hour. Product: COC1=CC=C(COC=2C(C=C(OC2)CO)=O)C=C1 (5-p-methoxybenzyloxy-2-hydroxymethyl-4-pyrone). Isolated yield 88.8%. As a reaction SMILES: [CH:1]1[C:6](=[O:7])[C:5]([OH:8])=[CH:4][O:3][C:2]=1[CH2:9][OH:10].C(=O)([O-])[O-].[K+].[K+].[CH3:17][O:18][C:19]1[CH:26]=[CH:25][C:22]([CH2:23]Br)=[CH:21][CH:20]=1>CN(C)C=O.O>[CH3:17][O:18][C:19]1[CH:26]=[CH:25][C:22]([CH2:23][O:8][C:5]2[C:6](=[O:7])[CH:1]=[C:2]([CH2:9][OH:10])[O:3][CH:4]=2)=[CH:21][CH:20]=1 |f:1.2.3|. Procedure details: To a suspension of kojic acid (50 g: 0.32 Mol.) in dimethylformamide (300 ml) are added potassium carbonate (63 g: 1.42 Eq.) and p-methoxybenzyl bromide (92 g: 1.42 Eq.), and the mixture is stirred at room temperature for 2 hours. The reaction mixture is diluted with water (1liter) to give 5-p-methoxybenzyloxy-2-hydroxymethyl-4-pyrone (74.5 g). Yield: 81%. mp. 124°~130° C.